Dataset: the Open Reaction Database (ORD), a public repository of structured organic reaction records. Task: describe an organic reaction: reactants, conditions, products, and yield The reactants are FC(C(F)(F)F)(C(F)(F)F)C1=CC(=C(C=C1)N1C(=O)C2=NC=CC=C2C1=O)C (N-[4-(heptafluoro-2-propyl)-2-methylphenyl]pyridine-2,3-dicarboximide), ClC1=CC(=CC=C1)C(=O)OO (m-chloroperbenzoic acid), C(O)([O-])=O.[Na+] (sodium hydrogencarbonate). Run in C(Cl)(Cl)Cl (chloroform). Run at time 3 hour. Product: FC(C(F)(F)F)(C(F)(F)F)C1=CC(=C(C=C1)N1C(=O)C2=[N+](C=CC=C2C1=O)[O-])C (N-[4-(heptafluoro-2-propyl)-2-methylphenyl]pyridine-2,3-dicarboximide-1-oxide). Yield: 25.4%. Reaction SMILES: [F:1][C:2]([C:11]1[CH:16]=[CH:15][C:14]([N:17]2[C:26](=[O:27])[C:25]3[C:20](=[N:21][CH:22]=[CH:23][CH:24]=3)[C:18]2=[O:19])=[C:13]([CH3:28])[CH:12]=1)([C:7]([F:10])([F:9])[F:8])[C:3]([F:6])([F:5])[F:4].ClC1C=CC=C(C(OO)=[O:37])C=1.C(=O)([O-])O.[Na+]>C(Cl)(Cl)Cl>[F:1][C:2]([C:11]1[CH:16]=[CH:15][C:14]([N:17]2[C:26](=[O:27])[C:25]3[C:20](=[N+:21]([O-:37])[CH:22]=[CH:23][CH:24]=3)[C:18]2=[O:19])=[C:13]([CH3:28])[CH:12]=1)([C:7]([F:9])([F:8])[F:10])[C:3]([F:6])([F:5])[F:4] |f:2.3|. Procedure: In 25 ml of chloroform was dissolved 3.1 g of N-[4-(heptafluoro-2-propyl)-2-methylphenyl]pyridine-2,3-dicarboximide, and 5.0 g of m-chloroperbenzoic acid was added thereto at room temperature. After the resulting mixture was stirred at room temperature for 3 hours, a saturated aqueous sodium hydrogencarbonate solution was added to the reaction solution, followed by extraction with ethyl acetate. The organic layer was washed successively with water, a saturated aqueous sodium hydrogencarbonate so... Reactants: C(CCC)Br (butyl bromide), [Na] (sodium), CN(C)CCO (N,N-dimethylaminoethanol), [Na] (sodium). Run in C1(=CC=CC=C1)C (toluene). Product: CN(CCOCCCC)C (dimethyl(2-butoxyethyl)amine). As a reaction SMILES: [Na].[CH3:2][N:3]([CH2:5][CH2:6][OH:7])[CH3:4].[CH2:8](Br)[CH2:9][CH2:10][CH3:11]>C1(C)C=CC=CC=1>[CH3:2][N:3]([CH3:4])[CH2:5][CH2:6][O:7][CH2:8][CH2:9][CH2:10][CH3:11] |^1:0|. Procedure details: 5.8 g (0.25 mol) sodium was added to a solution of 22 g (0.25 mol) N,N-dimethylaminoethanol in 350 ml dry toluene. After all the sodium had reacted, 35 g (0.25 mol) butyl bromide was added and the reaction mixture was subsequently refluxed for 2 hours. The reaction mixture was then cooled and washed with water. The toluene layer was extracted with dilute hydrochloric acid. The aqueous layer was subsequently rendered basic with respect to phenolphthalein and extracted with ether. The ether layer ... Reactants: CCOC(C)(OCC)OCC, CC(=O)O, NC1CCCCC1, Cc1ccccc1N. Yields the product CC(=NC1CCCCC1)Nc1ccccc1C. Reaction SMILES: [C:9]([CH3:10])([O:11][CH2:12][CH3:13])([O:14][CH2:15][CH3:16])[O:17][CH2:18][CH3:19].[CH3:27][C:28](=[O:29])[OH:30].[CH:20]1([NH2:26])[CH2:21][CH2:22][CH2:23][CH2:24][CH2:25]1.[NH2:1][c:2]1[c:3]([CH3:8])[cH:4][cH:5][cH:6][cH:7]1>>[NH:1]([c:2]1[c:3]([CH3:8])[cH:4][cH:5][cH:6][cH:7]1)[C:9]([CH3:10])=[N:26][CH:20]1[CH2:21][CH2:22][CH2:23][CH2:24][CH2:25]1. Reactants: BrCC(=O)OC (methyl bromoacetate), [H-].[Na+] (NaH), C1(=C(C=CC=C1)CN1C(=CC2=C(C=CC=C12)O)CCC)C1=CC=CC=C1 (1-([1,1'-Biphenyl]-2-ylmethyl)-4-hydroxy-2-propyl-1H-indole). Solvent: CN(C)C=O (DMF). Product: COC(COC1=C2C=C(N(C2=CC=C1)CC1=C(C=CC=C1)C1=CC=CC=C1)CCC)=O ([[1-([1,1'-biphenyl]-2-ylmethyl)-2-propyl-1H-indol-4-yl]oxy]acetic acid methyl ester). The yield is 56.0%. Reaction SMILES: [C:1]1([C:21]2[CH:26]=[CH:25][CH:24]=[CH:23][CH:22]=2)[CH:6]=[CH:5][CH:4]=[CH:3][C:2]=1[CH2:7][N:8]1[C:16]2[C:11](=[C:12]([OH:17])[CH:13]=[CH:14][CH:15]=2)[CH:10]=[C:9]1[CH2:18][CH2:19][CH3:20].Br[CH2:28][C:29]([O:31][CH3:32])=[O:30].[H-].[Na+]>CN(C=O)C>[CH3:32][O:31][C:29](=[O:30])[CH2:28][O:17][C:12]1[CH:13]=[CH:14][CH:15]=[C:16]2[C:11]=1[CH:10]=[C:9]([CH2:18][CH2:19][CH3:20])[N:8]2[CH2:7][C:2]1[CH:3]=[CH:4][CH:5]=[CH:6][C:1]=1[C:21]1[CH:26]=[CH:25][CH:24]=[CH:23][CH:22]=1 |f:2.3|. Procedure: 1-([1,1'-Biphenyl]-2-ylmethyl)-4-hydroxy-2-propyl-1H-indole (794 mg, 2.8 mmol) was alkylated by treating with 0.22 mL (2.3 mmol) of methyl bromoacetate and 93 mg (2.3 mmol) of 60% NaH/mineral oil in DMF as described in Example 1, Part E. The product was purified by chromatography over silica gel eluting with 20% EtOAc/hexane, to give 533 mg (56% yield) of [[1-([1,1'-biphenyl]-2-ylmethyl)-2-propyl-1H-indol-4-yl]oxy]acetic acid methyl ester. Starting materials: C(C)(C)(C)NC(\C=C(\C)/OC(C1=C(C=C(C(=C1)S(=O)(=O)C)Cl)NCC1=CC=CO1)=O)=O (N-tert-butyl-3-(2-furfurylamino-4-chloro-5-methylsulfonylbenzoyloxy)crotonamide), CN(C)N (unsymmetrical-dimethylhydrazine), CN(C)N (unsymmetrical-dimethylhyrazine). The solvent is C(C)#N (acetonitrile). Conditions: time 24 hour. Product: CN(NC(C1=C(C=C(C(=C1)S(=O)(=O)C)Cl)NCC1=CC=CO1)=O)C (2-furfurylamino-4-chloro-5-methylsulfonylbenzoic acid 2,2-dimethylhydrazide). As a reaction SMILES: C(NC(=O)/C=C(\O[C:11](=[O:30])[C:12]1[CH:17]=[C:16]([S:18]([CH3:21])(=[O:20])=[O:19])[C:15]([Cl:22])=[CH:14][C:13]=1[NH:23][CH2:24][C:25]1[O:29][CH:28]=[CH:27][CH:26]=1)/C)(C)(C)C.[CH3:32][N:33]([NH2:35])[CH3:34]>C(#N)C>[CH3:32][N:33]([CH3:34])[NH:35][C:11](=[O:30])[C:12]1[CH:17]=[C:16]([S:18]([CH3:21])(=[O:19])=[O:20])[C:15]([Cl:22])=[CH:14][C:13]=1[NH:23][CH2:24][C:25]1[O:29][CH:28]=[CH:27][CH:26]=1. Procedure details: N-tert-butyl-3-(2-furfurylamino-4-chloro-5-methylsulfonylbenzoyloxy)crotonamide (4.69 g.; 0.01 mole) and unsymmetrical-dimethylhydrazine (1.20 g.; 0.02 mole) are added to acetonitrile. The reaction mixture is refluxed with stirring for 24 hours. Additional unsymmetrical-dimethylhyrazine (1.20 g.; 0.02 mole) is added, and refluxing is continued for an additional 24 hours. The acetonitrile is removed under reduced pressure, and the dark residue is triturated with isopropyl alcohol. The tan colored... Reactants: CC(NC(=O)c1cn(COCC[Si](C)(C)C)c2ncc(Br)nc12)C(=O)N1CC(C#N)C1, COc1cc(B(O)O)cc(OC)c1OC, COCCOC, [K+], [K+], O=C([O-])[O-], c1ccc(P(c2ccccc2)(c2ccccc2)[Pd](P(c2ccccc2)(c2ccccc2)c2ccccc2)(P(c2ccccc2)(c2ccccc2)c2ccccc2)P(c2ccccc2)(c2ccccc2)c2ccccc2)cc1. Product: COc1cc(-c2cnc3c(n2)c(C(=O)NC(C)C(=O)N2CC(C#N)C2)cn3COCC[Si](C)(C)C)cc(OC)c1OC. RXN SMILES: [C:1](#[N:2])[CH:3]1[CH2:4][N:5]([C:7]([CH:8]([CH3:9])[NH:10][C:11](=[O:12])[c:13]2[cH:14][n:15]([CH2:23][O:24][CH2:25][CH2:26][Si:27]([CH3:28])([CH3:29])[CH3:30])[c:16]3[n:17][cH:18][c:19]([Br:22])[n:20][c:21]23)=[O:31])[CH2:6]1.[CH3:32][O:33][c:34]1[cH:35][c:36]([B:44]([OH:45])[OH:46])[cH:37][c:38]([O:42][CH3:43])[c:39]1[O:40][CH3:41].[CH3:53][O:54][CH2:55][CH2:56][O:57][CH3:58].[K+:47].[K+:48].[O-:49][C:50]([O-:51])=[O:52].[cH:59]1[cH:60][cH:61][c:62]([P:63]([Pd:64]([P:65]([c:66]2[cH:67][cH:68][cH:69][cH:70][cH:71]2)([c:72]2[cH:73][cH:74][cH:75][cH:76][cH:77]2)[c:78]2[cH:79][cH:80][cH:81][cH:82][cH:83]2)([P:84]([c:85]2[cH:86][cH:87][cH:88][cH:89][cH:90]2)([c:91]2[cH:92][cH:93][cH:94][cH:95][cH:96]2)[c:97]2[cH:98][cH:99][cH:100][cH:101][cH:102]2)[P:103]([c:104]2[cH:105][cH:106][cH:107][cH:108][cH:109]2)([c:110]2[cH:111][cH:112][cH:113][cH:114][cH:115]2)[c:116]2[cH:117][cH:118][cH:119][cH:120][cH:121]2)([c:122]2[cH:123][cH:124][cH:125][cH:126][cH:127]2)[c:128]2[cH:129][cH:130][cH:131][cH:132][cH:133]2)[cH:134][cH:135]1>>[C:1](#[N:2])[CH:3]1[CH2:4][N:5]([C:7]([CH:8]([CH3:9])[NH:10][C:11](=[O:12])[c:13]2[cH:14][n:15]([CH2:23][O:24][CH2:25][CH2:26][Si:27]([CH3:28])([CH3:29])[CH3:30])[c:16]3[n:17][cH:18][c:19](-[c:36]4[cH:35][c:34]([O:33][CH3:32])[c:39]([O:40][CH3:41])[c:38]([O:42][CH3:43])[cH:37]4)[n:20][c:21]23)=[O:31])[CH2:6]1.